From a dataset of the Open Reaction Database (ORD), a public repository of structured organic reaction records. describe an organic reaction: reactants, conditions, products, and yield Starting materials: O (H2O), FC1=CC(=C(C(=C1)C(F)(F)F)NC(C)=O)[N+](=O)[O-] (N-[4-fluoro-2-nitro-6-(trifluoromethyl)phenyl]acetamide), C(=O)([O-])[O-].[Cs+].[Cs+] (Cs2CO3), OC1=CC=C(C=O)C=C1 (4-hydroxybenzaldehyde). The solvent is CS(=O)C (dimethylsulfoxide). The product is C(=O)C1=CC=C(C=C1)OC1=CC(=C(C(=C1)C(F)(F)F)NC(C)=O)[N+](=O)[O-] (N-[4-[(4-formylphenyl)oxy]-2-nitro-6-(trifluoromethyl)phenyl]acetamide). Yield: 44.0%. Reaction SMILES: F[C:2]1[CH:7]=[C:6]([C:8]([F:11])([F:10])[F:9])[C:5]([NH:12][C:13](=[O:15])[CH3:14])=[C:4]([N+:16]([O-:18])=[O:17])[CH:3]=1.C([O-])([O-])=O.[Cs+].[Cs+].[OH:25][C:26]1[CH:33]=[CH:32][C:29]([CH:30]=[O:31])=[CH:28][CH:27]=1.O>CS(C)=O>[CH:30]([C:29]1[CH:32]=[CH:33][C:26]([O:25][C:2]2[CH:7]=[C:6]([C:8]([F:11])([F:10])[F:9])[C:5]([NH:12][C:13](=[O:15])[CH3:14])=[C:4]([N+:16]([O-:18])=[O:17])[CH:3]=2)=[CH:27][CH:28]=1)=[O:31] |f:1.2.3|. Procedure: A solution of N-[4-fluoro-2-nitro-6-(trifluoromethyl)phenyl]acetamide (1.5 g, 5.63 mmol), Cs2CO3 (4.59 g, 14.09 mmol), and 4-hydroxybenzaldehyde (0.757 g, 6.20 mmol) in dimethylsulfoxide (10 mL) was heated to 80 degrees Centigrade for 2 h and then cooled. H2O was added and the organics extracted using ethyl acetate (2×50 mL). The combined organics were then washed 1× brine and then dried (Na2SO4), filtered and concentrated. Chromatography on silica gel, using 2:1 hexanes/ethyl acetate eluted N-[... The reactants are [N+](=O)([O-])C1=C(C=C(C=C1)O)C (4-nitro-3-methylphenol), BrCC(=O)OCC (ethyl bromoacetate), C([O-])([O-])=O.[K+].[K+] (potassium carbonate). Run in CN(C)C=O (DMF). Yields the product [N+](=O)([O-])C1=C(C=C(OCC(=O)OCC)C=C1)C (ethyl 4-nitro-3-methylphenoxyacetate). RXN SMILES: [N+:1]([C:4]1[CH:9]=[CH:8][C:7]([OH:10])=[CH:6][C:5]=1[CH3:11])([O-:3])=[O:2].Br[CH2:13][C:14]([O:16][CH2:17][CH3:18])=[O:15].C(=O)([O-])[O-].[K+].[K+]>CN(C=O)C>[N+:1]([C:4]1[CH:9]=[CH:8][C:7]([O:10][CH2:13][C:14]([O:16][CH2:17][CH3:18])=[O:15])=[CH:6][C:5]=1[CH3:11])([O-:3])=[O:2] |f:2.3.4|. Procedure details: The product was prepared by the alkylation of 4-nitro-3-methylphenol (15.3 g) with ethyl bromoacetate (16.7 g) in DMF (150 mL) in the presence of potassium carbonate (13.8 g) to afford ethyl 4-nitro-3-methylphenoxyacetate; hydrogenation of the latter (7.18 g, 0.03 mol) in ethanol (250 mL) in the presence of 5% palladium on carbon (2.1 g) to afford 6.20 g (99%) of ethyl 4-amino-3-methylphenoxyacetate as a brown oil; and treatment of the latter (6.2 g, 0.0296 mol) in CH2Cl2 (100 mL) with pyridine ... Reactants: C=C[Sn](CCCC)(CCCC)CCCC, [Cl-], COC(=O)c1cc(OS(=O)(=O)C(F)(F)F)c2ccc(OCc3ccccc3)cc2c1, [Li+], CN(C)C=O, Cl[Pd]Cl, c1ccc(P(c2ccccc2)c2ccccc2)cc1, c1ccc(P(c2ccccc2)c2ccccc2)cc1. Product: C=Cc1cc(C(=O)OC)cc2cc(OCc3ccccc3)ccc12. RXN SMILES: [CH:33](=[CH2:34])[Sn:35]([CH2:36][CH2:37][CH2:38][CH3:39])([CH2:40][CH2:41][CH2:42][CH3:43])[CH2:44][CH2:45][CH2:46][CH3:47].[Cl-:31].[F:1][C:2]([F:3])([F:4])[S:5]([O:6][c:7]1[cH:8][c:9]([C:25](=[O:26])[O:27][CH3:28])[cH:10][c:11]2[cH:12][c:13]([O:17][CH2:18][c:19]3[cH:20][cH:21][cH:22][cH:23][cH:24]3)[cH:14][cH:15][c:16]12)(=[O:29])=[O:30].[Li+:32].[O:48]=[CH:49][N:50]([CH3:51])[CH3:52].[Pd:53]([Cl:54])[Cl:55].[c:56]1([P:57]([c:58]2[cH:59][cH:60][cH:61][cH:62][cH:63]2)[c:64]2[cH:65][cH:66][cH:67][cH:68][cH:69]2)[cH:70][cH:71][cH:72][cH:73][cH:74]1.[c:75]1([P:76]([c:77]2[cH:78][cH:79][cH:80][cH:81][cH:82]2)[c:83]2[cH:84][cH:85][cH:86][cH:87][cH:88]2)[cH:89][cH:90][cH:91][cH:92][cH:93]1>>[c:7]1([CH:33]=[CH2:34])[cH:8][c:9]([C:25](=[O:26])[O:27][CH3:28])[cH:10][c:11]2[cH:12][c:13]([O:17][CH2:18][c:19]3[cH:20][cH:21][cH:22][cH:23][cH:24]3)[cH:14][cH:15][c:16]12. The yield is 52.2%. Procedure details: By using 5-(4-aminophenyl)-1H-naphtho[1,2-b][1,4]diazepine-2,4(3H,5H)-dione (20 mg, 0.063 mmol) obtained in Example 1, (3), and 3-chlorobenzoyl chloride (17 mg, 0.095 mmol), the title compound (15 mg, yield 52%) was obtained as pale yellow crystals in the same manner as that of Example 1, (4). Yields the product ClC=1C=C(C(=O)NC2=CC=C(C=C2)N2C3=C(NC(CC2=O)=O)C2=CC=CC=C2C=C3)C=CC1 (5-[4-(3-Chlorobenzoyl)aminophenyl]-1H-naphtho[1,2-b][1,4]diazepine-2,4(3H,5H)-dione). RXN SMILES: [NH2:1][C:2]1[CH:7]=[CH:6][C:5]([N:8]2[C:14](=[O:15])[CH2:13][C:12](=[O:16])[NH:11][C:10]3[C:17]4[C:22]([CH:23]=[CH:24][C:9]2=3)=[CH:21][CH:20]=[CH:19][CH:18]=4)=[CH:4][CH:3]=1.[Cl:25][C:26]1[CH:27]=[C:28]([CH:32]=[CH:33][CH:34]=1)[C:29](Cl)=[O:30].C(NC1C=CC(N2C(=O)CC(=O)NC3C4C(C=CC2=3)=CC=CC=4)=CC=1)(=O)C1C=CC=CC=1>>[Cl:25][C:26]1[CH:27]=[C:28]([CH:32]=[CH:33][CH:34]=1)[C:29]([NH:1][C:2]1[CH:7]=[CH:6][C:5]([N:8]2[C:14](=[O:15])[CH2:13][C:12](=[O:16])[NH:11][C:10]3[C:17]4[C:22]([CH:23]=[CH:24][C:9]2=3)=[CH:21][CH:20]=[CH:19][CH:18]=4)=[CH:4][CH:3]=1)=[O:30]. The reactants are NC1=CC=C(C=C1)N1C2=C(NC(CC1=O)=O)C1=CC=CC=C1C=C2 (5-(4-aminophenyl)-1H-naphtho[1,2-b][1,4]diazepine-2,4(3H,5H)-dione), C(C1=CC=CC=C1)(=O)NC1=CC=C(C=C1)N1C2=C(NC(CC1=O)=O)C1=CC=CC=C1C=C2 (5-(4-Benzoylaminophenyl)-1H-naphtho[1,2-b][1,4]diazepine-2,4(3H,5H)-dione), ClC=1C=C(C(=O)Cl)C=CC1 (3-chlorobenzoyl chloride). Yields the product O=C(NCC1CCCN1c1nc(N2CCN(c3ccc(Cl)cc3)CC2)nc2c1S(=O)CC2)Nc1ccccc1. As a reaction SMILES: [Cl:47][CH2:48][Cl:49].[Cl:8][c:9]1[cH:10][cH:11][c:12]([N:15]2[CH2:16][CH2:17][N:18]([c:21]3[n:22][c:23]([N:31]4[CH:32]([CH2:36][NH2:37])[CH2:33][CH2:34][CH2:35]4)[c:24]4[c:25]([n:26]3)[CH2:27][CH2:28][S:29]4=[O:30])[CH2:19][CH2:20]2)[cH:13][cH:14]1.[F:1][C:2]([F:3])([F:4])[C:5]([OH:6])=[O:7].[c:38]1([N:44]=[C:45]=[O:46])[cH:39][cH:40][cH:41][cH:42][cH:43]1>>[Cl:8][c:9]1[cH:10][cH:11][c:12]([N:15]2[CH2:16][CH2:17][N:18]([c:21]3[n:22][c:23]([N:31]4[CH:32]([CH2:36][NH:37][C:45]([NH:44][c:38]5[cH:39][cH:40][cH:41][cH:42][cH:43]5)=[O:46])[CH2:33][CH2:34][CH2:35]4)[c:24]4[c:25]([n:26]3)[CH2:27][CH2:28][S:29]4=[O:30])[CH2:19][CH2:20]2)[cH:13][cH:14]1. The reactants are ClCCl, NCC1CCCN1c1nc(N2CCN(c3ccc(Cl)cc3)CC2)nc2c1S(=O)CC2, O=C(O)C(F)(F)F, O=C=Nc1ccccc1. The reactants are C(C)(C)(C)OC(=O)N1CCC2=C(CC1)C(=C(C=C2)Cl)SC(=O)N(C)C (3-tert-butoxycarbonyl-7-chloro-6-dimethylaminocarbonylthio-2,3,4,5-tetrahydro-1H-benzo[d]azepine), Cl.N1=C(C=CC=C1)CCl (2-picolyl chloride hydrochloride). Run in C(C)OCC (diethyl ether). Reaction conditions: time 16 hour. Yields the product Cl.ClC1=C(C2=C(CCNCC2)C=C1)SCC1=NC=CC=C1 (7-Chloro-6-(pyridin-2-ylmethylthio)-2,3,4,5-tetrahydro-1H-benzo[d]azepine Hydrochloride). Reaction SMILES: C(OC([N:8]1[CH2:14][CH2:13][C:12]2[C:15]([S:20][C:21](N(C)C)=O)=[C:16]([Cl:19])[CH:17]=[CH:18][C:11]=2[CH2:10][CH2:9]1)=O)(C)(C)C.Cl.[N:27]1[CH:32]=[CH:31][CH:30]=[CH:29][C:28]=1CCl>C(OCC)C>[ClH:19].[Cl:19][C:16]1[CH:17]=[CH:18][C:11]2[CH2:10][CH2:9][NH:8][CH2:14][CH2:13][C:12]=2[C:15]=1[S:20][CH2:21][C:28]1[CH:29]=[CH:30][CH:31]=[CH:32][N:27]=1 |f:1.2,4.5|. Procedure details: Using a method similar to the General Procedure 7, react 3-tert-butoxycarbonyl-7-chloro-6-dimethylaminocarbonylthio-2,3,4,5-tetrahydro-1H-benzo[d]azepine (8 g, 20.8 mmol) with 2-picolyl chloride hydrochloride (3.41 g, 20.8 mmol). Dilute the reaction mixture with diethyl ether and filter the precipitate. Concentrate the filtrate in vacuo, dissolve the residue in diethyl ether (100 mL) and add 1N aqueous HCl (100 mL). Stir the mixture for 16 h at ambient temperature. Separate, wash the aqueous lay...